Dataset: the Open Reaction Database (ORD), a public repository of structured organic reaction records. Task: describe an organic reaction: reactants, conditions, products, and yield Reactants: [BH4-], CO, CC1(C)CCC(=O)c2ccccc2C1, [Na+], O. The product is CC1(C)CCC(O)c2ccccc2C1. As a reaction SMILES: [BH4-:15].[CH3:17][OH:18].[CH3:1][C:2]1([CH3:14])[CH2:3][CH2:4][C:5](=[O:13])[c:6]2[c:7]([cH:9][cH:10][cH:11][cH:12]2)[CH2:8]1.[Na+:16].[OH2:19]>>[CH3:1][C:2]1([CH3:14])[CH2:3][CH2:4][CH:5]([OH:13])[c:6]2[c:7]([cH:9][cH:10][cH:11][cH:12]2)[CH2:8]1.